From a dataset of the Open Reaction Database (ORD), a public repository of structured organic reaction records. describe an organic reaction: reactants, conditions, products, and yield Starting materials: COC(=O)C=1OC(=CC1)Br (5-bromo-2-furancarboxylic acid methyl ester), C(O)([O-])=O.[Na+] (sodium hydrogencarbonate), C(C=C)O (allyl alcohol), O (water). The reagents and catalysts are [Cl-].C(CCC)[N+](CCCC)(CCCC)CCCC (tetra-n-butylammonium chloride), C(C)(=O)[O-].[Pd+2].C(C)(=O)[O-] (palladium acetate). The solvent is CN(C)C=O (DMF), C(C)(=O)OCC (ethyl acetate). Run at temperature 60 celsius, time 20 hour. Product: C(=O)CCC1=CC=C(O1)C(=O)OC (methyl 5-(2-formylethyl)furan-2-carboxylate). The yield is 28.1%. As a reaction SMILES: [CH3:1][O:2][C:3]([C:5]1[O:6][C:7](Br)=[CH:8][CH:9]=1)=[O:4].C(=O)([O-])O.[Na+].[CH2:16]([OH:19])[CH:17]=[CH2:18].O>CN(C=O)C.[Cl-].C([N+](CCCC)(CCCC)CCCC)CCC.C([O-])(=O)C.[Pd+2].C([O-])(=O)C.C(OCC)(=O)C>[CH:16]([CH2:17][CH2:18][C:7]1[O:6][C:5]([C:3]([O:2][CH3:1])=[O:4])=[CH:9][CH:8]=1)=[O:19] |f:1.2,6.7,8.9.10|. Procedure details: A solution of 5-bromo-2-furancarboxylic acid methyl ester (816 mg, MAYB) in DMF (3 ml) was added with tetra-n-butylammonium chloride (1.1 g, TCI), sodium hydrogencarbonate (688 mg), palladium acetate (10.4 mg, WAKO), and allyl alcohol (346 mg, TCI), and the mixture was stirred at 60° C. for 20 hours. The reaction solution was added with distilled water (30 ml), and ethyl acetate (20 ml), and the insoluble solid was removed by filtration. The filtrate was extracted with ethyl acetate (50 ml×2). T... The reactants are CC(C)(C)OC(=O)N1CCC(N)CC1, COCCOc1ccc2c(c1-c1ncnc3c(C(=O)O)c[nH]c13)OCO2. The product is COCCOc1ccc2c(c1-c1ncnc3c(C(=O)NC4CCN(C(=O)OC(C)(C)C)CC4)c[nH]c13)OCO2. RXN SMILES: [C:27]([CH3:28])([CH3:29])([CH3:30])[O:31][C:32](=[O:33])[N:34]1[CH2:35][CH2:36][CH:37]([NH2:40])[CH2:38][CH2:39]1.[CH3:1][O:2][CH2:3][CH2:4][O:5][c:6]1[c:7](-[c:15]2[c:16]3[c:17]([n:18][cH:19][n:20]2)[c:21]([C:24](=[O:25])[OH:26])[cH:22][nH:23]3)[c:8]2[c:9]([cH:13][cH:14]1)[O:10][CH2:11][O:12]2>>[CH3:1][O:2][CH2:3][CH2:4][O:5][c:6]1[c:7](-[c:15]2[c:16]3[c:17]([n:18][cH:19][n:20]2)[c:21]([C:24](=[O:26])[NH:40][CH:37]2[CH2:36][CH2:35][N:34]([C:32]([O:31][C:27]([CH3:28])([CH3:29])[CH3:30])=[O:33])[CH2:39][CH2:38]2)[cH:22][nH:23]3)[c:8]2[c:9]([cH:13][cH:14]1)[O:10][CH2:11][O:12]2. As a reaction SMILES: [C:1]([C:4]1[CH:15]=[CH:14][C:7]([O:8][CH2:9][CH2:10][CH2:11][CH2:12]Br)=[C:6]([CH2:16][CH2:17][CH3:18])[C:5]=1[OH:19])(=[O:3])[CH3:2].[C-:20]#[N:21].[Na+]>CN(C)C=O>[C:1]([C:4]1[CH:15]=[CH:14][C:7]([O:8][CH2:9][CH2:10][CH2:11][CH2:12][C:20]#[N:21])=[C:6]([CH2:16][CH2:17][CH3:18])[C:5]=1[OH:19])(=[O:3])[CH3:2] |f:1.2|. Product: C(C)(=O)C1=C(C(=C(OCCCCC#N)C=C1)CCC)O (5-(4-acetyl-3-hydroxy-2-propylphenoxy)pentane nitrile). Run in CN(C=O)C (dimethylformamide). Reported procedure: A solution of 30.0 g. (91.1 mmoles) of 4-(4-acetyl-3-hydroxy-2-propylphenoxy)butyl bromide and 4.91 g. (100.2 mmoles) of sodium cyanide in 225 ml. of dimethylformamide was heated to 75°-85° C. for about 17 hours. The reaction mixture was cooled to room temperature, filtered, and evaporated in vacuo at 75° C. Cold 0.1N hydrochloric acid was added to the residue, and the residue was extracted into ethyl acetate. The ethyl acetate layer was twice washed with 0.1N hydrochloric acid, dried over sodiu... Reactants: C(C)(=O)C1=C(C(=C(OCCCCBr)C=C1)CCC)O (4-(4-acetyl-3-hydroxy-2-propylphenoxy)butyl bromide), [C-]#N.[Na+] (sodium cyanide). Starting materials: O=C([O-])C(=O)[O-], O=C([O-])C(=O)[O-], O=C(O)C1CC1, OCCc1ccccc1, [Sn+4]. Product: O=C(OCCc1ccccc1)C1CC1. Reaction SMILES: [C:16]([O-:17])(=[O:18])[C:19]([O-:20])=[O:21].[C:23]([O-:24])(=[O:25])[C:26]([O-:27])=[O:28].[OH:1][C:2](=[O:3])[CH:4]1[CH2:5][CH2:6]1.[OH:7][CH2:8][CH2:9][c:10]1[cH:11][cH:12][cH:13][cH:14][cH:15]1.[Sn+4:22]>>[O:1]([C:2](=[O:3])[CH:4]1[CH2:5][CH2:6]1)[CH2:8][CH2:9][c:10]1[cH:11][cH:12][cH:13][cH:14][cH:15]1. Reactants: FC=1C=C(C=C(C1N1CCN(CC1)C(=O)OC(C)(C)C)F)N1C(O[C@H](C1)CNC(C)=O)=O ((S)-N-[[3-[3,5-difluoro-4-[4-(tert-butoxycarbonyl)-1-piperazinyl]phenyl]-2-oxo-5-oxazolidinyl]methyl]acetamide), FC(C(=O)O)(F)F (trifluoroacetic acid), C([O-])([O-])=O.[K+].[K+] (potassium carbonate), COCCCl (2-chloroethyl methyl ether). Run in ClCCl (dichloromethane), C(C)#N (acetonitrile). Product: FC=1C=C(C=C(C1N1CCN(CC1)CCOC)F)N1C(O[C@H](C1)CNC(C)=O)=O ((S)-N-[[3-[3,5-difluoro-4-[4-(2-methoxyethyl)-1-piperazinyl]phenyl]-2-oxo-5-oxazolidinyl]methyl]acetamide). The yield is 53.3%. As a reaction SMILES: [F:1][C:2]1[CH:3]=[C:4]([N:22]2[CH2:26][C@H:25]([CH2:27][NH:28][C:29](=[O:31])[CH3:30])[O:24][C:23]2=[O:32])[CH:5]=[C:6]([F:21])[C:7]=1[N:8]1[CH2:13][CH2:12][N:11](C(OC(C)(C)C)=O)[CH2:10][CH2:9]1.FC(F)(F)C(O)=O.[CH3:40][O:41][CH2:42][CH2:43]Cl.C(=O)([O-])[O-].[K+].[K+]>ClCCl.C(#N)C>[F:21][C:6]1[CH:5]=[C:4]([N:22]2[CH2:26][C@H:25]([CH2:27][NH:28][C:29](=[O:31])[CH3:30])[O:24][C:23]2=[O:32])[CH:3]=[C:2]([F:1])[C:7]=1[N:8]1[CH2:13][CH2:12][N:11]([CH2:43][CH2:42][O:41][CH3:40])[CH2:10][CH2:9]1 |f:3.4.5|. Procedure details: A solution of (S)-N-[[3-[3,5-difluoro-4-[4-(tert-butoxycarbonyl)-1-piperazinyl]phenyl]-2-oxo-5-oxazolidinyl]methyl]acetamide (0.200 g, 0.441 mmol) in dichloromethane (1 mL) was treated with trifluoroacetic acid (4 mL) at room temperature for 1 h. The reaction mixture was concentrated in vacuo and the resultant residue combined with 2-chloroethyl methyl ether (403 μL, 4.41 mmol), potassium carbonate (0.730 g, 5.28 mmol), and acetonitrile (9 mL) and the mixture heated to reflux for 15 h. The react...